From a dataset of the Open Reaction Database (ORD), a public repository of structured organic reaction records. describe an organic reaction: reactants, conditions, products, and yield The reactants are S(N)(=O)(=O)C1=CC=2C=NC(=CC2O1)CSCCC (2-sulfamoyl-6-(propylthiomethyl)furo[3,2-c]pyridine), I(=O)(=O)(=O)[O-].[Na+] (sodium metaperiodate), I(=O)(=O)[O-].[Na+] (sodium iodate). Run in CO (methanol), O (water). The product is S(N)(=O)(=O)C1=CC=2C=NC(=CC2O1)CS(=O)CCC (2-Sulfamoyl-6-(propylsulfinylmethyl)furo[3,2-c]pyridine). Isolated yield 85.0%. Reaction SMILES: [S:1]([C:5]1[O:13][C:12]2[CH:11]=[C:10]([CH2:14][S:15][CH2:16][CH2:17][CH3:18])[N:9]=[CH:8][C:7]=2[CH:6]=1)(=[O:4])(=[O:3])[NH2:2].I([O-])(=O)(=O)=[O:20].[Na+].I([O-])(=O)=O.[Na+]>CO.O>[S:1]([C:5]1[O:13][C:12]2[CH:11]=[C:10]([CH2:14][S:15]([CH2:16][CH2:17][CH3:18])=[O:20])[N:9]=[CH:8][C:7]=2[CH:6]=1)(=[O:4])(=[O:3])[NH2:2] |f:1.2,3.4|. Procedure details: To a solution of 2-sulfamoyl-6-(propylthiomethyl)furo[3,2-c]pyridine (913 mg, 3.19 mmol) in methanol (23 mL) and water (8 mL) was added sodium metaperiodate (906 mg, 4.24 mmol). This mixture was stirred for 4 hours as sodium iodate precipitated from the solution. This precipitate was filtered off and the methanol was evaporated. Sodium chloride was added to the residual aqueous solution and this was exhaustively extracted with ethyl acetate. The extract was dried over anhydrous sodium sulfate, f...